Dataset: the Open Reaction Database (ORD), a public repository of structured organic reaction records. Task: describe an organic reaction: reactants, conditions, products, and yield Reactants: C1(CCCC1)OC=1C=C(CC=2OC3=C(N2)C=C(C=C3CC=O)Cl)C=CC1OC (2-(3-cyclopentyloxy-4-methoxybenzyl)-5-chlorobenzoxazole-7-ethanal), CC(=O)C.OS(=O)(=O)O.O=[Cr](=O)=O (Jones reagent). Solvent: CC(=O)C (acetone). Conditions: time 1 hour. Product: C1(CCCC1)OC=1C=C(CC=2OC3=C(N2)C=C(C=C3CC(=O)O)Cl)C=CC1OC (2-(3-Cyclopentyloxy-4-methoxybenzyl)-5-chlorobenzoxazole-7-acetic Acid). As a reaction SMILES: [CH:1]1([O:6][C:7]2[CH:8]=[C:9]([CH:24]=[CH:25][C:26]=2[O:27][CH3:28])[CH2:10][C:11]2[O:12][C:13]3[C:19]([CH2:20][CH:21]=[O:22])=[CH:18][C:17]([Cl:23])=[CH:16][C:14]=3[N:15]=2)[CH2:5][CH2:4][CH2:3][CH2:2]1.CC(C)=[O:31].OS(O)(=O)=O.O=[Cr](=O)=O>CC(C)=O>[CH:1]1([O:6][C:7]2[CH:8]=[C:9]([CH:24]=[CH:25][C:26]=2[O:27][CH3:28])[CH2:10][C:11]2[O:12][C:13]3[C:19]([CH2:20][C:21]([OH:31])=[O:22])=[CH:18][C:17]([Cl:23])=[CH:16][C:14]=3[N:15]=2)[CH2:5][CH2:4][CH2:3][CH2:2]1 |f:1.2.3|. Procedure details: A solution of 2-(3-cyclopentyloxy-4-methoxybenzyl)-5-chlorobenzoxazole-7-ethanal (2.0 g, 0.005 mol) in 50 ml of acetone was treated with 20 ml of 1 N Jones reagent and stirred for 1 hour at room temperature. Excess Jones reagent was destroyed by the addition of 50 ml of 2-propanol and the low boiling solvents were stripped under reduced pressure. Water (50 ml) and saturated sodium chloride (50 ml) were added and the aqueous residue was extracted with 2×75 ml of ethyl acetate. After drying, the e... Run at temperature 95 celsius, time 14 hour. The product is Br[C@H]([C@H](C)O)P(O)(O)=O ((1R,2S)-1-bromo-2-hydroxypropylphosphonic acid). Starting materials: Br[C@H]([C@H](C)O)P(OC)(OC)=O (dimethyl (1R,2S)-1-bromo-2-hydroxypropylphosphonate), aqueous solution, Br (hydrobromic acid). RXN SMILES: [Br:1][C@@H:2]([P:6](=[O:11])([O:9]C)[O:7]C)[C@@H:3]([OH:5])[CH3:4].Br>>[Br:1][C@@H:2]([P:6](=[O:7])([OH:11])[OH:9])[C@@H:3]([OH:5])[CH3:4]. Reported procedure: Following the method of Giordano, C, et al. [J. Org. Chem., 54, 1470(1989)], 100 mg of dimethyl (1R,2S)-1-bromo-2-hydroxypropylphosphonate were added to 1 ml of a 49% aqueous solution of hydrobromic acid, and the resulting mixture was stirred for 14 hours at 95° C. The solvent was distilled out of the reaction mixture to obtain (1R,2S)-1-bromo-2-hydroxypropylphosphonic acid in the form of a colorless oil. The result of analysis of the thus-obtained compound by 1H-NMP is described below. The reactants are O (water), solution, [H-].[Al+3].[Li+].[H-].[H-].[H-] (lithium aluminium hydride), FC=1C=C2C(C(NC2=CC1)=O)(C)C (5-fluoro-3,3-dimethyl-1,3-dihydroindol-2-one). Solvent: C1CCOC1 (THF), C1CCOC1 (THF), C1CCOC1 (THF). Conditions: temperature 70 celsius. Yields the product FC=1C=C2C(CNC2=CC1)(C)C (5-fluoro-3,3-dimethyl-2,3-dihydro-1H-indole). RXN SMILES: [H-].[Al+3].[Li+].[H-].[H-].[H-].[F:7][C:8]1[CH:9]=[C:10]2[C:14](=[CH:15][CH:16]=1)[NH:13][C:12](=O)[C:11]2([CH3:19])[CH3:18].O>C1COCC1>[F:7][C:8]1[CH:9]=[C:10]2[C:14](=[CH:15][CH:16]=1)[NH:13][CH2:12][C:11]2([CH3:19])[CH3:18] |f:0.1.2.3.4.5|. Reported procedure: Under an argon atmosphere a solution of 9.30 mL (9.30 mmol) of a 1M solution lithium aluminium hydride in THF and 10 mL THF was slowly added dropwise to 1.40 g (7.81 mmol) 5-fluoro-3,3-dimethyl-1,3-dihydroindol-2-one in 50 mL THF. Then the reaction mixture was heated to 70° C. for 1 h. After cooling 2 mL water were added. The solution was dried on sodium sulphate and filtered off. The solvent was eliminated i. vac.